Dataset: the Open Reaction Database (ORD), a public repository of structured organic reaction records. Task: describe an organic reaction: reactants, conditions, products, and yield The reactants are O (water), C(C1=CC=CC=C1)S (benzyl mercaptan), CS(=O)(=O)OCC1(COC1)CCC (3-n-Propyloxetan-3-ylmethyl methanesulphonate), [H-].[Na+] (Sodium hydride). Run in CN(C=O)C (dimethylformamide). Conditions: time 1 hour. Product: C(C1=CC=CC=C1)SCC(CO)(CCC)CSCC1=CC=CC=C1 (2,2-Di-(benzylthiomethyl)pentan-1-ol). Reaction SMILES: [CH2:1]([SH:8])[C:2]1[CH:7]=[CH:6][CH:5]=[CH:4][CH:3]=1.[H-].[Na+].CS(O[CH2:16][C:17]1([CH2:21][CH2:22][CH3:23])[CH2:20][O:19][CH2:18]1)(=O)=O.O>CN(C)C=O>[CH2:1]([S:8][CH2:20][C:17]([CH2:16][S:8][CH2:1][C:2]1[CH:7]=[CH:6][CH:5]=[CH:4][CH:3]=1)([CH2:21][CH2:22][CH3:23])[CH2:18][OH:19])[C:2]1[CH:7]=[CH:6][CH:5]=[CH:4][CH:3]=1 |f:1.2|. Procedure details: A solution of benzyl mercaptan (25.0 ml) in dry dimethylformamide (100 ml) was stirred at 0° C., under a current of nitrogen. Sodium hydride (6.0 g., 80% dispersion in oil) was added carefully and the mixture was stirred at 0° for 1 hour. 3-n-Propyloxetan-3-ylmethyl methanesulphonate (10.0 g.) was added and the mixture was stirred at 0° C. for 1 hour. The mixture was refluxed with stirring for 6 hours. The mixture was cooled and poured into water. The aqueous mixture was extracted with diethyl e...